From a dataset of the Open Reaction Database (ORD), a public repository of structured organic reaction records. describe an organic reaction: reactants, conditions, products, and yield Starting materials: FC(COC1=CC=C(N)C=C1)(C(F)F)F (4-(2,2,3,3-tetrafluoropropoxy)aniline), ClCC(=O)OCC (ethyl chloroacetate), C([O-])(O)=O.[Na+] (sodium bicarbonate), [I-].[Na+] (sodium iodide). Solvent: CC(=O)C (acetone). Product: C(C)OC(=O)CNC1=CC=C(C=C1)OCC(C(F)F)(F)F (N-ethoxycarbonylmethyl-4-(2,2,3,3-tetrafluoropropoxy)aniline). Yield: 78.9%. Reaction SMILES: [F:1][C:2]([F:15])([CH:12]([F:14])[F:13])[CH2:3][O:4][C:5]1[CH:11]=[CH:10][C:8]([NH2:9])=[CH:7][CH:6]=1.Cl[CH2:17][C:18]([O:20][CH2:21][CH3:22])=[O:19].C(=O)(O)[O-].[Na+].[I-].[Na+]>CC(C)=O>[CH2:21]([O:20][C:18]([CH2:17][NH:9][C:8]1[CH:10]=[CH:11][C:5]([O:4][CH2:3][C:2]([F:15])([F:1])[CH:12]([F:13])[F:14])=[CH:6][CH:7]=1)=[O:19])[CH3:22] |f:2.3,4.5|. Reported procedure: A mixture of 8.6 g of 4-(2,2,3,3-tetrafluoropropoxy)aniline, 4.8 g of ethyl chloroacetate, 4.8 g of sodium bicarbonate, 3.0 g of sodium iodide and 300 ml of acetone was refluxed for 21 hours. The solvent was distilled off under reduced pressure and 200 ml of ice water and 200 ml of dichloromethane were added to the residue to fractionate. The dichloromethane layer was washed with water, dried over anhydrous magnesium sulfate and distilled off under reduced pressure. The residue was purified by s... The reactants are O=C([O-])[O-], CN(C)C=O, ClCCl, [K+], [K+], O, Cc1c(-c2ccccc2)oc2c(O)cccc2c1=O. Product: Cc1c(-c2ccccc2)oc2c(OCCCl)cccc2c1=O. Reaction SMILES: [C:20](=[O:21])([O-:22])[O-:23].[CH3:30][N:31]([CH3:32])[CH:33]=[O:34].[Cl:27][CH2:28][Cl:29].[K+:24].[K+:25].[OH2:26].[OH:1][c:2]1[cH:3][cH:4][cH:5][c:6]2[c:7](=[O:19])[c:8]([CH3:18])[c:9](-[c:12]3[cH:13][cH:14][cH:15][cH:16][cH:17]3)[o:10][c:11]12>>[O:1]([c:2]1[cH:3][cH:4][cH:5][c:6]2[c:7](=[O:19])[c:8]([CH3:18])[c:9](-[c:12]3[cH:13][cH:14][cH:15][cH:16][cH:17]3)[o:10][c:11]12)[CH2:20][CH2:28][Cl:29]. The reactants are Cl.NO (Hydroxylamine hydrochloride), O (water), C1(CC1)C(=O)[C@@H]1[C@]2(C)[C@@H](C[C@H]1C)[C@@H]1CCC3=CC(CCC3=C1[C@H](C2)C2=CC=C(C=C2)C=2C=NC=CC2)=O ((11β,16α,17β)-17-cyclopropylcarbonyl-16-methyl-11-[4-(3-pyridinyl)phenyl]estra-4,9-dien-3-one). The solvent is O1CCOCC1 (dioxane). Run at time 8 hour. The product is C1(CC1)C(=O)[C@@H]1[C@]2(C)[C@@H](C[C@H]1C)[C@@H]1CCC3=CC(CCC3=C1[C@H](C2)C2=CC=C(C=C2)C=2C=NC=CC2)=NO ((11β,16α,17β)-17-cyclopropylcarbonyl-16-methyl-11-[4-(3-pyridinyl)phenyl]estra-4,9-dien-3-one 3-oxime). Yield: 84.0%. As a reaction SMILES: Cl.[NH2:2][OH:3].O.[CH:5]1([C:8]([C@H:10]2[C@H:15]([CH3:16])[CH2:14][C@H:13]3[C@H:17]4[C:26]([C@@H:27]([C:29]5[CH:34]=[CH:33][C:32]([C:35]6[CH:36]=[N:37][CH:38]=[CH:39][CH:40]=6)=[CH:31][CH:30]=5)[CH2:28][C@:11]23[CH3:12])=[C:25]2[C:20](=[CH:21][C:22](=O)[CH2:23][CH2:24]2)[CH2:19][CH2:18]4)=[O:9])[CH2:7][CH2:6]1>O1CCOCC1>[CH:5]1([C:8]([C@H:10]2[C@H:15]([CH3:16])[CH2:14][C@H:13]3[C@H:17]4[C:26]([C@@H:27]([C:29]5[CH:34]=[CH:33][C:32]([C:35]6[CH:36]=[N:37][CH:38]=[CH:39][CH:40]=6)=[CH:31][CH:30]=5)[CH2:28][C@:11]23[CH3:12])=[C:25]2[C:20](=[CH:21][C:22](=[N:2][OH:3])[CH2:23][CH2:24]2)[CH2:19][CH2:18]4)=[O:9])[CH2:7][CH2:6]1 |f:0.1|. Procedure details: Hydroxylamine hydrochloride (20 mg, 0.30 mmol) and water (1 mL) were added to a stirred solution of 100 mg (0.20 mmol) of (11β,16α,17β)-17-cyclopropylcarbonyl-16-methyl-11-[4-(3-pyridinyl)phenyl]estra-4,9-dien-3-one in dioxane (2 mL). The reaction mixture was stirred overnight at room temperature and then extracted three times with dichloromethane. The combined organic layers were dried through a phase separate filter and evaporated to dryness. Purification of the crude product by HPLC followed ...